Dataset: the Open Reaction Database (ORD), a public repository of structured organic reaction records. Task: describe an organic reaction: reactants, conditions, products, and yield The reactants are FC(COC1=C(C(=O)O)C=C(C=N1)[N+](=O)[O-])F (2-(2,2-difluoroethyl)oxy-5-nitro-nicotinic acid), S(=O)(Cl)Cl (thionyl chloride). The reagents and catalysts are CN(C)C=O (DMF). The solvent is C(Cl)Cl (DCM). Yields the product FC(COC1=C(C(=O)Cl)C=C(C=N1)[N+](=O)[O-])F (2-(2,2-Difluoroethyl)oxy-5-nitro-nicotinic acid chloride). RXN SMILES: [F:1][CH:2]([F:17])[CH2:3][O:4][C:5]1[N:13]=[CH:12][C:11]([N+:14]([O-:16])=[O:15])=[CH:10][C:6]=1[C:7](O)=[O:8].S(Cl)([Cl:20])=O>CN(C=O)C.C(Cl)Cl>[F:1][CH:2]([F:17])[CH2:3][O:4][C:5]1[N:13]=[CH:12][C:11]([N+:14]([O-:16])=[O:15])=[CH:10][C:6]=1[C:7]([Cl:20])=[O:8]. Reported procedure: A mixture of 2-(2,2-difluoroethyl)oxy-5-nitro-nicotinic acid (310 mg, 1.25 mmol), 2.0 mL thionyl chloride, 5.0 mL DCM and one drop of DMF was refluxed for 4 h and concentrated i.vac. The corresponding acid chloride was directly used for the next step without further purification.